Task: describe an organic reaction: reactants, conditions, products, and yield. Dataset: the Open Reaction Database (ORD), a public repository of structured organic reaction records Starting materials: C([O-])(O)=O.[Na+] (sodium bicarbonate), C(C)(C)(C)C1N(CCC12CNCC2)C(=O)O (tert-Butyl 2,7-diaza-spiro[4.4]nonane-2-carboxylic acid), C(C)N(C(C)C)C(C)C (N-ethyl-diisopropylamine), ClC1=CC=NC=C1 (4-chloropyridine). Solvent: CC(C)O (2-propanol). Run at temperature 90 celsius. Yields the product N1=CC=C(C=C1)N1CC2(CCN(C2)C(=O)OC(C)(C)C)CC1 (tert-Butyl 7-(pyridin-4-yl)-2,7-diazaspiro[4.4]nonane-2-carboxylate). Reaction SMILES: C([CH:5]1[C:9]2([CH2:13][CH2:12][NH:11][CH2:10]2)[CH2:8][CH2:7][N:6]1[C:14]([OH:16])=[O:15])(C)(C)C.C(N([CH:23]([CH3:25])[CH3:24])C(C)C)C.Cl[C:27]1[CH:32]=[CH:31][N:30]=[CH:29][CH:28]=1.[C:33](=O)(O)[O-].[Na+]>CC(O)C>[N:30]1[CH:31]=[CH:32][C:27]([N:11]2[CH2:12][CH2:13][C:9]3([CH2:5][N:6]([C:14]([O:16][C:23]([CH3:25])([CH3:33])[CH3:24])=[O:15])[CH2:7][CH2:8]3)[CH2:10]2)=[CH:28][CH:29]=1 |f:3.4|. Reported procedure: tert-Butyl 2,7-diaza-spiro[4.4]nonane-2-carboxylic acid (4.419 mmol, 1 eq) and N-ethyl-diisopropylamine (17.674 mmol, 4 eq) were dissolved in 2-propanol (8 ml), 4-chloropyridine (13.256 mmol, 3 eq) was added and the mixture was heated at 90° C. for 16 h. Saturated sodium bicarbonate solution (20 ml) was added and the phases were separated. The aqueous phase was extracted with ethyl acetate (4×20 ml) and the combined org. phases were washed with saturated sodium chloride solution, dried over magn... The reactants are CN(C([C@@H](NC1=NC(SC1)=O)C(C)C)=O)C (N,N-dimethyl-N2-(2-oxo-2,5-dihydro-1,3-thiazol-4-yl)-L-valinamide), FC(C1=C(CN2CCC(CC2)C=O)C=CC(=C1)C(F)(F)F)(F)F (1-[2,4-bis(trifluoromethyl)benzyl]piperidine-4-carbaldehyde), C(C)(=O)[O-].[NH2+]1CCCCC1 (piperidinium acetate). Run in CC(C)O (2-propanol). Run at temperature 60 celsius, time 8 hour. Yields the product FC(C1=C(CN2CCC(CC2)\C=C/2\C(=NC(S2)=O)N[C@@H](C(C)C)C(=O)N(C)C)C=CC(=C1)C(F)(F)F)(F)F (N2-[(5Z)-5-({1-[2,4-bis(trifluoromethyl)benzyl]piperidin-4-yl}methylidene)-2-oxo-2,5-dihydro-1,3-thiazol-4-yl]-N,N-dimethyl-L-valinamide). The yield is 42.5%. Reaction SMILES: [CH3:1][N:2]([CH3:16])[C:3](=[O:15])[C@H:4]([CH:12]([CH3:14])[CH3:13])[NH:5][C:6]1[CH2:10][S:9][C:8](=[O:11])[N:7]=1.[F:17][C:18]([F:39])([F:38])[C:19]1[CH:33]=[C:32]([C:34]([F:37])([F:36])[F:35])[CH:31]=[CH:30][C:20]=1[CH2:21][N:22]1[CH2:27][CH2:26][CH:25]([CH:28]=O)[CH2:24][CH2:23]1.C([O-])(=O)C.[NH2+]1CCCCC1>CC(O)C>[F:39][C:18]([F:17])([F:38])[C:19]1[CH:33]=[C:32]([C:34]([F:37])([F:36])[F:35])[CH:31]=[CH:30][C:20]=1[CH2:21][N:22]1[CH2:27][CH2:26][CH:25](/[CH:28]=[C:10]2/[C:6]([NH:5][C@H:4]([C:3]([N:2]([CH3:1])[CH3:16])=[O:15])[CH:12]([CH3:14])[CH3:13])=[N:7][C:8](=[O:11])[S:9]/2)[CH2:24][CH2:23]1 |f:2.3|. Procedure details: To a solution of N,N-dimethyl-N2-(2-oxo-2,5-dihydro-1,3-thiazol-4-yl)-L-valinamide (973 mg) and 1-[2,4-bis(trifluoromethyl)benzyl]piperidine-4-carbaldehyde (1764 mg) in 2-propanol (10 mL) was added piperidinium acetate (755 mg) at room temperature. The reaction mixture was stirred at 60° C. overnight, and the solvent was evaporated under reduced pressure. The residue was purified by silica gel column chromatography (NH, ethyl acetate/hexane) and recrystallized from ethyl acetate/heptane to give ... Starting materials: CC(C)(C)OC(=O)N1CCN(c2cccc3[nH]ccc23)CC1, C=CCBr, CCOC(C)=O, [H-], [Na+], C1CCOC1. Product: C=CCn1ccc2c(N3CCN(C(=O)OC(C)(C)C)CC3)cccc21. Reaction SMILES: [C:1]([CH3:2])([CH3:3])([CH3:4])[O:5][C:6](=[O:7])[N:8]1[CH2:9][CH2:10][N:11]([c:14]2[c:15]3[cH:16][cH:17][nH:18][c:19]3[cH:20][cH:21][cH:22]2)[CH2:12][CH2:13]1.[CH2:25]([CH:26]=[CH2:27])[Br:28].[CH3:29][CH2:30][O:31][C:32](=[O:33])[CH3:34].[H-:23].[Na+:24].[O:35]1[CH2:36][CH2:37][CH2:38][CH2:39]1>>[C:1]([CH3:2])([CH3:3])([CH3:4])[O:5][C:6](=[O:7])[N:8]1[CH2:9][CH2:10][N:11]([c:14]2[c:15]3[cH:16][cH:17][n:18]([CH2:27][CH:26]=[CH2:25])[c:19]3[cH:20][cH:21][cH:22]2)[CH2:12][CH2:13]1. Starting materials: CC#N, O=C1CCC(CC(c2ccc(S(=O)(=O)C3CC3)cc2)c2ncc(C(=O)C3CCC3)[nH]2)C1, O, F[Xe]F. Product: O=C1CCC(CC(c2ccc(S(=O)(=O)C3CC3)cc2)c2nc(F)c(C(=O)C3CCC3)[nH]2)C1. As a reaction SMILES: [CH3:36][C:37]#[N:38].[CH:1]1([C:5](=[O:6])[c:7]2[cH:8][n:9][c:10]([CH:12]([CH2:13][CH:14]3[CH2:15][C:16](=[O:19])[CH2:17][CH2:18]3)[c:20]3[cH:21][cH:22][c:23]([S:26](=[O:27])(=[O:28])[CH:29]4[CH2:30][CH2:31]4)[cH:24][cH:25]3)[nH:11]2)[CH2:2][CH2:3][CH2:4]1.[OH2:35].[Xe:32]([F:33])[F:34]>>[CH:1]1([C:5](=[O:6])[c:7]2[c:8]([F:33])[n:9][c:10]([CH:12]([CH2:13][CH:14]3[CH2:15][C:16](=[O:19])[CH2:17][CH2:18]3)[c:20]3[cH:21][cH:22][c:23]([S:26](=[O:27])(=[O:28])[CH:29]4[CH2:30][CH2:31]4)[cH:24][cH:25]3)[nH:11]2)[CH2:2][CH2:3][CH2:4]1. The reactants are C(C)(=O)NCC1CN(CC(O1)C)CC1=C(C=CC=C1)Cl (2-acetylaminomethyl-4-(2-chlorobenzyl)-6-methylmorpholine), [OH-].[Na+] (sodium hydroxide). The solvent is Cl (hydrochloric acid). Reaction conditions: time 2 hour. Product: NCC1CN(CC(O1)C)CC1=C(C=CC=C1)Cl (2-aminomethyl-4-(2-chlorobenzyl)-6-methylmorpholine). The yield is 85.4%. RXN SMILES: C([NH:4][CH2:5][CH:6]1[O:11][CH:10]([CH3:12])[CH2:9][N:8]([CH2:13][C:14]2[CH:19]=[CH:18][CH:17]=[CH:16][C:15]=2[Cl:20])[CH2:7]1)(=O)C.[OH-].[Na+]>Cl>[NH2:4][CH2:5][CH:6]1[O:11][CH:10]([CH3:12])[CH2:9][N:8]([CH2:13][C:14]2[CH:19]=[CH:18][CH:17]=[CH:16][C:15]=2[Cl:20])[CH2:7]1 |f:1.2|. Reported procedure: A solution of 2-acetylaminomethyl-4-(2-chlorobenzyl)-6-methylmorpholine (3.0 g) in 10% hydrochloric acid (60 ml) is refluxed with stirring for 2 hours. The reaction mixture is basified with aqueous sodium hydroxide solution and extracted with chloroform. The organic layer is washed successively with water and saturated aqueous sodium choride solution, and dried over magnesium sulfate. The solvent is distilled off under reduced pressure to give the title compound (2.2 g) as an oil. Reactants: CC(C)C[Al+]CC(C)C, COC(=O)C(Cc1ccccc1)NC(=O)C1CCCCC1, COCCOC, Cc1ccccc1, [H-]. Product: O=CC(Cc1ccccc1)NC(=O)C1CCCCC1. As a reaction SMILES: [CH2:23]([Al+:24][CH2:25][CH:26]([CH3:27])[CH3:28])[CH:29]([CH3:30])[CH3:31].[CH3:1][O:2][C:3]([CH:4]([NH:5][C:6](=[O:7])[CH:8]1[CH2:9][CH2:10][CH2:11][CH2:12][CH2:13]1)[CH2:14][c:15]1[cH:16][cH:17][cH:18][cH:19][cH:20]1)=[O:21].[CH3:32][O:33][CH2:34][CH2:35][O:36][CH3:37].[CH3:38][c:39]1[cH:40][cH:41][cH:42][cH:43][cH:44]1.[H-:22]>>[O:2]=[CH:3][CH:4]([NH:5][C:6](=[O:7])[CH:8]1[CH2:9][CH2:10][CH2:11][CH2:12][CH2:13]1)[CH2:14][c:15]1[cH:16][cH:17][cH:18][cH:19][cH:20]1. The reactants are CCC(CC)=O (3-pentanone), BrC1=C(SC=C1)C=1SC=CC1 (3-Bromo-2,2′-bithiophene), C(CCC)[Li] (n-butyllithium). Run in C(C)OCC (diethylether), C(C)OCC (diethylether). Run at time 15 minute. Product: S1C(=C(C=C1)C(CC)(CC)O)C=1SC=CC1 (3-(2,2′-Bithiophene-3yl)pentan-3-ol). The yield is 56.1%. RXN SMILES: Br[C:2]1[CH:6]=[CH:5][S:4][C:3]=1[C:7]1[S:8][CH:9]=[CH:10][CH:11]=1.C([Li])CCC.[CH3:17][CH2:18][C:19](=[O:22])[CH2:20][CH3:21]>C(OCC)C>[S:4]1[CH:5]=[CH:6][C:2]([C:19]([OH:22])([CH2:20][CH3:21])[CH2:18][CH3:17])=[C:3]1[C:7]1[S:8][CH:9]=[CH:10][CH:11]=1. Procedure: 3-Bromo-2,2′-bithiophene (IIIa) (3.00 g, 12 mmol) in dry diethylether (100 mL) was added slowly to a solution of n-butyllithium (1.6 M in hexane, 7.50 mL, 12 mmol) in dry diethylether (100 mL) at −78° C. over 2 h under N2. The mixture was stirred for 15 minutes at the same temperature. Freshly distilled 3-pentanone (1.29 mL, 12 mmol) was added via a syringe to the mixture at −78° C., followed by stirring overnight at room temperature. The reaction was quenched with an aqueous NH4Cl-solution (2.5... The reactants are CC(C)C1=NOC(=N1)N1CCC(CC1)C(C)OC=1C=CC(=NC1)C1=CC=C(C=C1)S(=O)(=O)C ((±)-5-[(1-{1-[3-(1-Methylethyl)-1,2,4-oxadiazol-5-yl]-4-piperidinyl}ethyl)oxy]-2-[4-(methylsulfonyl)phenyl]pyridine), C(=O)=O (CO2). Solvent: CO (MeOH). Yields the product CC(C)C1=NOC(=N1)N1CCC(CC1)[C@H](C)OC=1C=CC(=NC1)C1=CC=C(C=C1)S(=O)(=O)C (5-[((1S)-1-{1-[3-(1-Methylethyl)-1,2,4-oxadiazol-5-yl]-4-piperidinyl}ethyl)oxy]-2-[4-(methylsulfonyl)phenyl]pyridine). As a reaction SMILES: [CH3:1][CH:2]([C:4]1[N:8]=[C:7]([N:9]2[CH2:14][CH2:13][CH:12]([CH:15]([O:17][C:18]3[CH:19]=[CH:20][C:21]([C:24]4[CH:29]=[CH:28][C:27]([S:30]([CH3:33])(=[O:32])=[O:31])=[CH:26][CH:25]=4)=[N:22][CH:23]=3)[CH3:16])[CH2:11][CH2:10]2)[O:6][N:5]=1)[CH3:3].C(=O)=O>CO>[CH3:3][CH:2]([C:4]1[N:8]=[C:7]([N:9]2[CH2:14][CH2:13][CH:12]([C@@H:15]([O:17][C:18]3[CH:19]=[CH:20][C:21]([C:24]4[CH:25]=[CH:26][C:27]([S:30]([CH3:33])(=[O:32])=[O:31])=[CH:28][CH:29]=4)=[N:22][CH:23]=3)[CH3:16])[CH2:11][CH2:10]2)[O:6][N:5]=1)[CH3:1]. Reported procedure: The racemic 5-[(1-{1-[3-(1-methylethyl)-1,2,4-oxadiazol-5-yl]-4-piperidinyl}ethyl)oxy]-2-[4-(methylsulfonyl)phenyl]pyridine (prepared as in Example 146) was subjected to Chiral HPLC [column: AS-H, column mobile phase: 75% CO2: 25% MeOH (2 mL/min), pressure 140 bar, temperature 40° C., 215 nm] analysis and then separated to give two (R and S) enantiomers. The title compound was isolated as a white foam with Tr of 14.89 min (second eluting peak). The (S) absolute stereochemistry was assigned by Ab... Run in petroleum ether, petroleum ether. Starting materials: C(CCCCCCCCCCC)N (Dodecylamine), C(C)N=C=O (ethyl isocyanate). Product: C(CCCCCCCCCCC)NC(=O)NCC (1-dodecyl-3-ethylurea). Run at temperature 50 celsius. Reaction SMILES: [CH2:1]([NH2:13])[CH2:2][CH2:3][CH2:4][CH2:5][CH2:6][CH2:7][CH2:8][CH2:9][CH2:10][CH2:11][CH3:12].[CH2:14]([N:16]=[C:17]=[O:18])[CH3:15]>>[CH2:1]([NH:13][C:17]([NH:16][CH2:14][CH3:15])=[O:18])[CH2:2][CH2:3][CH2:4][CH2:5][CH2:6][CH2:7][CH2:8][CH2:9][CH2:10][CH2:11][CH3:12]. Reported procedure: Dodecylamine (370 g) was placed in 80/100° fraction petroleum ether (1.5 litre) and stirred in a flask fitted with a dipping thermometer, tap funnel and reflux condenser. A mixture of ethyl isocyanate (142 g) and petroleum ether (150 ml) was run in slowly whilst external cooling was applied to the flask. The temperature was allowed to reach but not exceed 50° C. The mixture was stirred for 1 hour after the addition was complete, maintaining the temperature at about 50° C. The reaction was then a... The reactants are [B]=O (Boron oxide), C(C1=CC=CC=C1)=O (benzaldehyde), C1(C(CC2=CC=CC=C12)=O)=O (indandione). The product is C(C1=CC=CC=C1)=C1C(C2=CC=CC=C2C1=O)=O (2-Benzylidene-1,3-indandione). The reagents and catalysts are N1CCCCC1 (piperidine). Conditions: time 30 minute. Procedure details: (8) (Chem. Pharm. Bull. 1974, 22(2), 448-451). Boron oxide (720 mg, 10.26 mmol) and benzaldehyde (800 mg, 7.53 mmol) were added to a stirred solution of the indandione (1.00 g, 6.84 mmol) and piperidine (3 drops) in 10.2 ml of benzene. The solution was refluxed with stirring for 30 minutes. After filtration of the solution, the filtrate was concentrated under reduced pressure. The resulting crystalline solid was recrystallized from ethanol to afford 1.00 g (62.4%) of yellowish-green platelets: m... Solvent: C1=CC=CC=C1 (benzene). RXN SMILES: [B]=O.[CH:3](=[O:10])[C:4]1[CH:9]=[CH:8][CH:7]=[CH:6][CH:5]=1.[C:11]1(=[O:21])[C:19]2[C:14](=[CH:15][CH:16]=[CH:17][CH:18]=2)[CH2:13][C:12]1=O>N1CCCCC1.C1C=CC=CC=1>[CH:13](=[C:12]1[C:3](=[O:10])[C:4]2[C:9](=[CH:8][CH:7]=[CH:6][CH:5]=2)[C:11]1=[O:21])[C:14]1[CH:19]=[CH:18][CH:17]=[CH:16][CH:15]=1 |^1:0|.